From a dataset of the Open Reaction Database (ORD), a public repository of structured organic reaction records. describe an organic reaction: reactants, conditions, products, and yield Starting materials: CS(=O)(=O)Cl, CN(C)c1ccncc1, ClCCl, Cl, O=C1OC(Cn2ccnn2)CN1c1ccc(C2=CCNCC2)c(F)c1. The product is CS(=O)(=O)N1CC=C(c2ccc(N3CC(Cn4ccnn4)OC3=O)cc2F)CC1. RXN SMILES: [CH3:27][S:28]([Cl:29])(=[O:30])=[O:31].[CH3:35][N:36]([CH3:37])[c:38]1[cH:39][cH:40][n:41][cH:42][cH:43]1.[Cl:32][CH2:33][Cl:34].[ClH:1].[NH:2]1[CH2:3][CH:4]=[C:5]([c:8]2[c:9]([F:26])[cH:10][c:11]([N:14]3[C:15](=[O:25])[O:16][CH:17]([CH2:19][n:20]4[n:21][n:22][cH:23][cH:24]4)[CH2:18]3)[cH:12][cH:13]2)[CH2:6][CH2:7]1>>[N:2]1([S:28]([CH3:27])(=[O:30])=[O:31])[CH2:3][CH:4]=[C:5]([c:8]2[c:9]([F:26])[cH:10][c:11]([N:14]3[C:15](=[O:25])[O:16][CH:17]([CH2:19][n:20]4[n:21][n:22][cH:23][cH:24]4)[CH2:18]3)[cH:12][cH:13]2)[CH2:6][CH2:7]1. The reactants are O (Water), BrC1=C(C=CC=C1)N1CCN(CC1)C(=O)OC(C)(C)C (4-(2-Bromophenyl)-piperazine-1-carboxylic acid, t-butyl ester), COC1=NC=C(C=N1)B(O)O (2-methoxypyrimidine-5-boronic acid), aqueous solution, C([O-])([O-])=O.[Na+].[Na+] (sodium carbonate). The reagents and catalysts are C1=CC=C(C=C1)P(C2=CC=CC=C2)C3=CC=CC=C3.C1=CC=C(C=C1)P(C2=CC=CC=C2)C3=CC=CC=C3.Cl[Pd]Cl (bis(triphenylphosphine)palladium (II) chloride). Solvent: CN(C)C=O (DMF). Run at temperature 100 celsius, time 30 minute. Product: C(C)(C)(C)OC(=O)N1CCN(CC1)C1=C(C=CC=C1)C=1C=NC(=NC1)OC (4-[2-(2-methoxy-pyrimidin-5-yl)-phenyl]-piperazine-1-carboxylic acid t-butyl ester). The yield is 54.1%. Reaction SMILES: Br[C:2]1[CH:7]=[CH:6][CH:5]=[CH:4][C:3]=1[N:8]1[CH2:13][CH2:12][N:11]([C:14]([O:16][C:17]([CH3:20])([CH3:19])[CH3:18])=[O:15])[CH2:10][CH2:9]1.[CH3:21][O:22][C:23]1[N:28]=[CH:27][C:26](B(O)O)=[CH:25][N:24]=1.C(=O)([O-])[O-].[Na+].[Na+].O>CN(C=O)C.C1C=CC(P(C2C=CC=CC=2)C2C=CC=CC=2)=CC=1.C1C=CC(P(C2C=CC=CC=2)C2C=CC=CC=2)=CC=1.Cl[Pd]Cl>[C:17]([O:16][C:14]([N:11]1[CH2:12][CH2:13][N:8]([C:3]2[CH:4]=[CH:5][CH:6]=[CH:7][C:2]=2[C:26]2[CH:25]=[N:24][C:23]([O:22][CH3:21])=[N:28][CH:27]=2)[CH2:9][CH2:10]1)=[O:15])([CH3:20])([CH3:19])[CH3:18] |f:2.3.4,7.8.9|. Procedure: 4-(2-Bromophenyl)-piperazine-1-carboxylic acid, t-butyl ester (10 g, 29.30 mmol) and 2-methoxypyrimidine-5-boronic acid (5 g, 32.48 mmol) are dissolved in DMF (200 mL) under a stream of nitrogen. To this mixture is added a 2M aqueous solution of sodium carbonate (73.26 mL, 150 mmol) followed by bis(triphenylphosphine)palladium (II) chloride (2.06 g, 2.93 mmol). The resulting mixture is allowed to stir at 100° C. for 30 min. A precipitate forms. Water is added and the resulting mixture is filtere... Starting materials: C[O-], CO, CS(C)=O, [O-][Cl+][O-], Cl, [Na+], [Na+], O, COCCOc1ccc(O)c(C=O)c1. The product is COCCOc1ccc(O)c(C(=O)O)c1. RXN SMILES: [CH3:19][O-:20].[CH3:23][OH:24].[CH3:25][S:26]([CH3:27])=[O:28].[Cl+:1]([O-:2])[O-:3].[ClH:22].[Na+:21].[Na+:4].[OH2:29].[OH:5][c:6]1[c:7]([CH:8]=[O:9])[cH:10][c:11]([O:14][CH2:15][CH2:16][O:17][CH3:18])[cH:12][cH:13]1>>[OH:5][c:6]1[c:7]([C:8](=[O:9])[OH:20])[cH:10][c:11]([O:14][CH2:15][CH2:16][O:17][CH3:18])[cH:12][cH:13]1. Reactants: BrC1=CC(=C(CC(C(C(=O)Cl)=NOC)C(CCCC)=O)C=C1)F (3-(4-Bromo-2-fluorobenzyl)-2-methoxyimino-4-oxooctanoyl Chloride), acid chloride, N (ammonia), N (ammonia). Run in C1CCOC1 (THF), C1CCOC1 (THF). Product: BrC1=CC(=C(CC(C(C(=O)N)=NOC)C(CCCC)=O)C=C1)F (3-(4-Bromo-2-fluorobenzyl)-2-methoxyimino-4-oxooctanamide). RXN SMILES: [Br:1][C:2]1[CH:22]=[CH:21][C:5]([CH2:6][CH:7]([C:15](=[O:20])[CH2:16][CH2:17][CH2:18][CH3:19])[C:8](=[N:12][O:13][CH3:14])[C:9](Cl)=[O:10])=[C:4]([F:23])[CH:3]=1.[NH3:24]>C1COCC1>[Br:1][C:2]1[CH:22]=[CH:21][C:5]([CH2:6][CH:7]([C:15](=[O:20])[CH2:16][CH2:17][CH2:18][CH3:19])[C:8](=[N:12][O:13][CH3:14])[C:9]([NH2:24])=[O:10])=[C:4]([F:23])[CH:3]=1. Procedure: The title compound is prepared from 3-(4-bromo-2-fluorobenzyl)-2-methoxyimino-4-oxooctanoyl chloride (from Step G) according to the method of Example 4, Step E, except that instead of bubbling ammonia into the cold reaction mixture, it is preferable to prepare a saturated solution of ammonia in THF (at about -50° C.) and add this cold solution gradually (under protection from moisture) to a stirred solution of the acid chloride in THF at -50° C. Reactants: C(C=C)N1C=NC=2N(C(NC(C12)=O)=O)CC (7-allyl-3-ethyl-1H-purine-2,6(3H,7H)-dione), C1CC(=O)N(C1=O)Cl (NCS). The solvent is CN(C)C=O (DMF). Run at time 5 hour. The product is C(C=C)N1C(=NC=2N(C(NC(C12)=O)=O)CC)Cl (7-allyl-8-chloro-3-ethyl-1H-purine-2,6(3H,7H)-dione). The yield is 145.6%. Reaction SMILES: [CH2:1]([N:4]1[C:12]2[C:11](=[O:13])[NH:10][C:9](=[O:14])[N:8]([CH2:15][CH3:16])[C:7]=2[N:6]=[CH:5]1)[CH:2]=[CH2:3].C1C(=O)N([Cl:24])C(=O)C1>CN(C=O)C>[CH2:1]([N:4]1[C:12]2[C:11](=[O:13])[NH:10][C:9](=[O:14])[N:8]([CH2:15][CH3:16])[C:7]=2[N:6]=[C:5]1[Cl:24])[CH:2]=[CH2:3]. Reported procedure: To a solution of 7-allyl-3-ethyl-1H-purine-2,6(3H,7H)-dione (7 g, 31.82 mmol) in DMF (50 mL) was added NCS (5 g, 37.45 mmol) in portions at 0° C. The resulting mixture was stirred at room temperature for 5 h under nitrogen. The reaction was partitioned between ethyl acetate and water. The organic phase was washed with brine, dried over sodium sulfate, and concentrated to give 7-allyl-8-chloro-3-ethyl-1H-purine-2,6(3H,7H)-dione (11.8 g, ˜50% pure) as light yellow oil. LCMS retention time 0.764 mi... Starting materials: NS(=O)(=O)C=1C=C(C(=O)OC)C=CC1Cl (methyl 3-(aminosulfonyl)-4-chlorobenzoate), [Cl-].[Cl-].[Ca+2] (CaCl2), [BH4-].[Na+] (NaBH4). Solvent: C1CCOC1.CCO (THF EtOH). Conditions: time 6 hour. The product is ClC1=C(C=C(C=C1)CO)S(=O)(=O)N (2-Chloro-5-(hydroxymethyl)benzenesulfonamide). The yield is 82.6%. As a reaction SMILES: [NH2:1][S:2]([C:5]1[CH:6]=[C:7]([CH:12]=[CH:13][C:14]=1[Cl:15])[C:8](OC)=[O:9])(=[O:4])=[O:3].[Cl-].[Cl-].[Ca+2].[BH4-].[Na+]>C1COCC1.CCO>[Cl:15][C:14]1[CH:13]=[CH:12][C:7]([CH2:8][OH:9])=[CH:6][C:5]=1[S:2]([NH2:1])(=[O:4])=[O:3] |f:1.2.3,4.5,6.7|. Procedure: To a solution of methyl 3-(aminosulfonyl)-4-chlorobenzoate (950 mg, 3.8 mmol) in THF/EtOH (40 mL, 1:1), CaCl2 (843 mg, 7.6 mmol) and NaBH4 (575 mg, 15.2 mmol) were added in one portion respectively. The reaction mixture was stirred at room temperature for 6 hours, then quenched with water. 1 M aqueous citric acid (10 mL) was added to the mixture and extracted with EtOAc (3×100 mL). The extracts were combined, washed with brine, and dried (Na2SO4). The solvent was evaporated to afford the product...